From a dataset of the Open Reaction Database (ORD), a public repository of structured organic reaction records. describe an organic reaction: reactants, conditions, products, and yield Starting materials: O=C([O-])O, Cn1cc(B2OC(C)(C)C(C)(C)O2)cn1, COc1ccc(CNC(=O)c2cc(-c3cc(C)cc(C)c3)cnc2Cl)cc1OC, [Na+], c1ccc(P(c2ccccc2)(c2ccccc2)[Pd](P(c2ccccc2)(c2ccccc2)c2ccccc2)(P(c2ccccc2)(c2ccccc2)c2ccccc2)P(c2ccccc2)(c2ccccc2)c2ccccc2)cc1. Yields the product COc1ccc(CNC(=O)c2cc(-c3cc(C)cc(C)c3)cnc2-c2cnn(C)c2)cc1OC. RXN SMILES: [C:45](=[O:46])([OH:47])[O-:48].[CH3:30][n:31]1[n:32][cH:33][c:34]([B:36]2[O:37][C:38]([CH3:39])([CH3:40])[C:41]([CH3:42])([CH3:43])[O:44]2)[cH:35]1.[Cl:1][c:2]1[c:3]([C:4](=[O:5])[NH:6][CH2:7][c:8]2[cH:9][c:10]([O:16][CH3:17])[c:11]([O:14][CH3:15])[cH:12][cH:13]2)[cH:18][c:19](-[c:22]2[cH:23][c:24]([CH3:29])[cH:25][c:26]([CH3:28])[cH:27]2)[cH:20][n:21]1.[Na+:49].[cH:50]1[cH:51][cH:52][c:53]([P:54]([Pd:55]([P:56]([c:57]2[cH:58][cH:59][cH:60][cH:61][cH:62]2)([c:63]2[cH:64][cH:65][cH:66][cH:67][cH:68]2)[c:69]2[cH:70][cH:71][cH:72][cH:73][cH:74]2)([P:75]([c:76]2[cH:77][cH:78][cH:79][cH:80][cH:81]2)([c:82]2[cH:83][cH:84][cH:85][cH:86][cH:87]2)[c:88]2[cH:89][cH:90][cH:91][cH:92][cH:93]2)[P:94]([c:95]2[cH:96][cH:97][cH:98][cH:99][cH:100]2)([c:101]2[cH:102][cH:103][cH:104][cH:105][cH:106]2)[c:107]2[cH:108][cH:109][cH:110][cH:111][cH:112]2)([c:113]2[cH:114][cH:115][cH:116][cH:117][cH:118]2)[c:119]2[cH:120][cH:121][cH:122][cH:123][cH:124]2)[cH:125][cH:126]1>>[c:2]1(-[c:34]2[cH:33][n:32][n:31]([CH3:30])[cH:35]2)[c:3]([C:4](=[O:5])[NH:6][CH2:7][c:8]2[cH:9][c:10]([O:16][CH3:17])[c:11]([O:14][CH3:15])[cH:12][cH:13]2)[cH:18][c:19](-[c:22]2[cH:23][c:24]([CH3:29])[cH:25][c:26]([CH3:28])[cH:27]2)[cH:20][n:21]1. The reactants are C#Cc1cccc(Nc2ncnc3sc4c(c23)CNC4)c1, CN(C)CC=CC(=O)O, Cl. The product is C#Cc1cccc(Nc2ncnc3sc4c(c23)CN(C(=O)C=CCN(C)C)C4)c1. Reaction SMILES: [C:1](#[CH:2])[c:3]1[cH:4][c:5]([NH:9][c:10]2[c:11]3[c:12]([n:13][cH:14][n:15]2)[s:16][c:17]2[c:18]3[CH2:19][NH:20][CH2:21]2)[cH:6][cH:7][cH:8]1.[CH3:23][N:24]([CH2:25][CH:26]=[CH:27][C:28](=[O:29])[OH:30])[CH3:31].[ClH:22]>>[C:1](#[CH:2])[c:3]1[cH:4][c:5]([NH:9][c:10]2[c:11]3[c:12]([n:13][cH:14][n:15]2)[s:16][c:17]2[c:18]3[CH2:19][N:20]([C:28]([CH:27]=[CH:26][CH2:25][N:24]([CH3:23])[CH3:31])=[O:29])[CH2:21]2)[cH:6][cH:7][cH:8]1. Reactants: N(=O)[O-].[Na+] (sodium nitrite), [Sn](Cl)Cl (tin(II) chloride), NC1=CC(=C(C(=O)O)C=C1)OC (4-amino-2-methoxybenzoic acid). Solvent: O (water), Cl (hydrochloric acid), Cl (hydrochoric acid). Conditions: temperature 0 celsius. Product: Cl.COC1=C(C(=O)O)C=CC(=C1)NN (2-methoxy-4-hydrazinylbenzoic acid hydrochloride). RXN SMILES: [NH2:1][C:2]1[CH:10]=[CH:9][C:5]([C:6]([OH:8])=[O:7])=[C:4]([O:11][CH3:12])[CH:3]=1.[N:13]([O-])=O.[Na+].[Sn](Cl)[Cl:18]>Cl.O>[ClH:18].[CH3:12][O:11][C:4]1[CH:3]=[C:2]([NH:1][NH2:13])[CH:10]=[CH:9][C:5]=1[C:6]([OH:8])=[O:7] |f:1.2,6.7|. Reported procedure: To a suspension of 4-amino-2-methoxybenzoic acid (3.00 g, 18.0 mmol) in hydrochoric acid (1.0 M, 30 mL) at 0° C. was added a solution of sodium nitrite (1.28 g, 18.5 mmol) in water (5.0 mL) over 5 min. The reaction mixture was maintained at 0° C. for 5 hr and was then treated with tin(II) chloride (9.53 g, 50.3 mmol) in hydrochloric acid (1M, 60 mL) and warmed to RT for 64 hr. A thick precipitate formed which was isolated by filtration, washed with water (50 mL) and ether (15 mL) and dried in va... Reactants: Cn1c(-c2cc(N3CCN(C(=O)OC(C)(C)C)CC3)ccc2F)nc2ccccc21, CCOCC, ClCCl. Yields the product Cn1c(-c2cc(N3CCNCC3)ccc2F)nc2ccccc21. RXN SMILES: [C:1]([O:2][C:3](=[O:4])[N:8]1[CH2:9][CH2:10][N:11]([c:14]2[cH:15][c:16](-[c:21]3[n:22][c:23]4[c:24]([n:25]3[CH3:26])[cH:27][cH:28][cH:29][cH:30]4)[c:17]([F:20])[cH:18][cH:19]2)[CH2:12][CH2:13]1)([CH3:5])([CH3:6])[CH3:7].[CH3:34][CH2:35][O:36][CH2:37][CH3:38].[Cl:31][CH2:32][Cl:33]>>[NH:8]1[CH2:9][CH2:10][N:11]([c:14]2[cH:15][c:16](-[c:21]3[n:22][c:23]4[c:24]([n:25]3[CH3:26])[cH:27][cH:28][cH:29][cH:30]4)[c:17]([F:20])[cH:18][cH:19]2)[CH2:12][CH2:13]1.